This data is from the Open Reaction Database (ORD), a public repository of structured organic reaction records. The task is: describe an organic reaction: reactants, conditions, products, and yield Starting materials: [BH4-], CO, Cc1ccccc1, Nc1ncccc1C(=O)O, [Na+], O, O=Cc1c[nH]c2ncccc12. Product: O=C(O)c1cccnc1NCc1c[nH]c2ncccc12. As a reaction SMILES: [BH4-:22].[CH3:24][OH:25].[CH3:26][c:27]1[cH:28][cH:29][cH:30][cH:31][cH:32]1.[NH2:1][c:2]1[c:3]([C:4](=[O:5])[OH:6])[cH:7][cH:8][cH:9][n:10]1.[Na+:23].[OH2:33].[nH:11]1[cH:12][c:13]([CH:20]=[O:21])[c:14]2[c:15]1[n:16][cH:17][cH:18][cH:19]2>>[NH:1]([c:2]1[c:3]([C:4](=[O:5])[OH:6])[cH:7][cH:8][cH:9][n:10]1)[CH2:20][c:13]1[cH:12][nH:11][c:15]2[c:14]1[cH:19][cH:18][cH:17][n:16]2. Reactants: Cl (hydrochloric acid), C(C1=CC=CC=C1)OCCN1N=CC(=C1)Br (1-(2-Benzyloxyethyl)-4-bromopyrazole), resultant mixture. The solvent is C(C)O (ethanol). Yields the product OCCN1N=CC(=C1)Br (1-(2-Hydroxyethyl)-4-bromopyrazole). The yield is 71.7%. Reaction SMILES: C([O:8][CH2:9][CH2:10][N:11]1[CH:15]=[C:14]([Br:16])[CH:13]=[N:12]1)C1C=CC=CC=1.Cl>C(O)C>[OH:8][CH2:9][CH2:10][N:11]1[CH:15]=[C:14]([Br:16])[CH:13]=[N:12]1. Procedure: 1-(2-Benzyloxyethyl)-4-bromopyrazole (1.078 g) was dissolved in ethanol (20 ml). After adding conc. hydrochloric acid (15 ml), the resultant mixture was stirred at 80° C. for 10 hr. After allowing to cool, it was concentrated under reduced pressure followed by the addition of a saturated aqueous solution of sodium bicarbonate. Then the resultant mixture was extracted with ethyl acetate and the organic layer was washed with water, dried over magnesium sulfate and concentrated under reduced pressu... Starting materials: C1CC2CCCC3CCCC(C1)B23, CC(=O)CC(C)(C)C(C)=O, [Li], C1CCOC1. The product is CC(=O)C(C)(C)CC(C)O. RXN SMILES: [CH2:11]1[CH:12]2[B:13]3[CH:14]([CH2:15][CH2:16][CH2:17]2)[CH2:18][CH2:19][CH2:20][CH:21]3[CH2:22][CH2:23]1.[CH3:1][C:2]([C:3]([CH3:4])=[O:5])([CH2:6][C:7]([CH3:8])=[O:9])[CH3:10].[Li:24].[O:25]1[CH2:26][CH2:27][CH2:28][CH2:29]1>>[CH3:1][C:2]([C:3]([CH3:4])=[O:5])([CH2:6][CH:7]([CH3:8])[OH:9])[CH3:10]. The reactants are Cl (HCl), N1(N=NN=C1)C=1C=C(C=CC1)CC(=O)N1CCN(CC1)C(=O)OC(C)(C)C (tert-Butyl 4-{[3-(1H-tetrazol-1yl)phenyl]acetyl}piperazine-1-carboxylate), [OH-].[Na+] (NaOH). The solvent is C1CCOC1 (THF). Conditions: time 8 hour. Yields the product N1(N=NN=C1)C=1C=C(C=CC1)CCN1CCN(CC1)C(=O)OC(C)(C)C (t-butyl 4-{2-[3-(1H-tetrazol-1yl)phenyl]ethyl}piperazine-1-carboxylate). Reaction SMILES: [N:1]1([C:6]2[CH:7]=[C:8]([CH2:12][C:13]([N:15]3[CH2:20][CH2:19][N:18]([C:21]([O:23][C:24]([CH3:27])([CH3:26])[CH3:25])=[O:22])[CH2:17][CH2:16]3)=O)[CH:9]=[CH:10][CH:11]=2)[CH:5]=[N:4][N:3]=[N:2]1.Cl.[OH-].[Na+]>C1COCC1>[N:1]1([C:6]2[CH:7]=[C:8]([CH2:12][CH2:13][N:15]3[CH2:16][CH2:17][N:18]([C:21]([O:23][C:24]([CH3:27])([CH3:26])[CH3:25])=[O:22])[CH2:19][CH2:20]3)[CH:9]=[CH:10][CH:11]=2)[CH:5]=[N:4][N:3]=[N:2]1 |f:2.3|. Reported procedure: tert-Butyl 4-{[3-(1H-tetrazol-1yl)phenyl]acetyl}piperazine-1-carboxylate (0.80 g, 2.148 mmol) was dissolved in THF (20 ml) and added the borane-tetrahydrofuran complex (4.30 ml, 4.30 mmol) then stirred at RT overnight. TLC showed a less polar spot but still has SM. Added another 2 equiv of borane-THF complex and followed the reaction with TLC. The reaction was first shaken with 1N HCl then basified with 1N NaOH and extracted with ETOAc. The organic layer was dried over Na2SO4, filtered and evapo... Reactants: [N+](=O)([O-])C=1C(=C2C(=NC1)CCC2)N2C[C@H](CCC2)NC(OC(C)(C)C)=O (tert-butyl [(3S)-1-(3-nitro-6,7-dihydro-5H-cyclopenta[b]pyridin-4-yl)piperidin-3-yl]carbamate), [NH4+].[Cl-] (NH4Cl). Reagents/catalysts: [Fe] (iron). The solvent is CCOC(=O)C (EtOAc), CCO (EtOH), O (water). Reaction conditions: temperature 80 celsius. The product is NC=1C(=C2C(=NC1)CCC2)N2C[C@H](CCC2)NC(OC(C)(C)C)=O (tert-Butyl [(3S)-1-(3-amino-6,7-dihydro-5H-cyclopenta[b]pyridin-4-yl)piperidin-3-yl]carbamate). Yield: 127.8%. As a reaction SMILES: [N+:1]([C:4]1[C:5]([N:13]2[CH2:18][CH2:17][CH2:16][C@H:15]([NH:19][C:20](=[O:26])[O:21][C:22]([CH3:25])([CH3:24])[CH3:23])[CH2:14]2)=[C:6]2[CH2:12][CH2:11][CH2:10][C:7]2=[N:8][CH:9]=1)([O-])=O.[NH4+].[Cl-]>CCO.O.CCOC(C)=O.[Fe]>[NH2:1][C:4]1[C:5]([N:13]2[CH2:18][CH2:17][CH2:16][C@H:15]([NH:19][C:20](=[O:26])[O:21][C:22]([CH3:24])([CH3:23])[CH3:25])[CH2:14]2)=[C:6]2[CH2:12][CH2:11][CH2:10][C:7]2=[N:8][CH:9]=1 |f:1.2|. Procedure details: A mixture of tert-butyl [(3S)-1-(3-nitro-6,7-dihydro-5H-cyclopenta[b]pyridin-4-yl)piperidin-3-yl]carbamate (43 mg, 0.12 mmol), iron powder (106 mg, 1.90 mmol) and NH4Cl (127 mg, 2.37 mmol) in EtOH (0.69 mL) and water (0.11 mL) was heated in a sealed tube at 80° C. for 1 h. The mixture was diluted with EtOAc and the resulting solution was washed with saturated aq. Na2CO3, dried over Na2SO4, filtered and concentrated under reduced pressure to give the sub-title compound as a brown-orange powder (5... Starting materials: C1CNCCN1, CS(C)=O, CCOC(=O)c1ccc(F)cc1, O. Product: CCOC(=O)c1ccc(N2CCNCC2)cc1. As a reaction SMILES: [CH2:13]1[CH2:14][NH:15][CH2:16][CH2:17][NH:18]1.[CH3:20][S:21](=[O:22])[CH3:23].[F:1][c:2]1[cH:3][cH:4][c:5]([C:6](=[O:7])[O:8][CH2:9][CH3:10])[cH:11][cH:12]1.[OH2:19]>>[c:2]1([N:15]2[CH2:14][CH2:13][NH:18][CH2:17][CH2:16]2)[cH:3][cH:4][c:5]([C:6](=[O:7])[O:8][CH2:9][CH3:10])[cH:11][cH:12]1. Starting materials: CO, [Na+], CCOC(=O)Cn1c(=O)sc2cc(Oc3ccccc3)c(Cl)cc21, [OH-], O. Product: O=C(O)Cn1c(=O)sc2cc(Oc3ccccc3)c(Cl)cc21. RXN SMILES: [CH3:27][OH:28].[Na+:26].[O:1]=[c:2]1[s:3][c:4]2[c:5]([n:6]1[CH2:7][C:8](=[O:9])[O:10][CH2:11][CH3:12])[cH:13][c:14]([Cl:24])[c:15]([O:17][c:18]1[cH:19][cH:20][cH:21][cH:22][cH:23]1)[cH:16]2.[OH-:25].[OH2:29]>>[O:1]=[c:2]1[s:3][c:4]2[c:5]([n:6]1[CH2:7][C:8](=[O:9])[OH:10])[cH:13][c:14]([Cl:24])[c:15]([O:17][c:18]1[cH:19][cH:20][cH:21][cH:22][cH:23]1)[cH:16]2.